This data is from the Open Reaction Database (ORD), a public repository of structured organic reaction records. The task is: describe an organic reaction: reactants, conditions, products, and yield Reactants: C1(C=CCCC1)=O (cyclohexen-1-one), R-2,2′-bis(diphenyl-phosphino)-1,1′-binaphthyl, FC(C1=CC=C(C=C1)B(O)O)(F)F (4-(trifluoromethyl)-phenylboronic acid). The reagents and catalysts are C/C(=C/C(=O)C)/O.C=C.C=C.[Rh] (acetylacetonatobis(ethylene)rhodium(I)). The solvent is O1CCOCC1.O (dioxane H2O). Run at temperature 100 celsius. Yields the product FC(C1=CC=C(C=C1)[C@H]1CC(CCC1)=O)(F)F ((R)-3-(4-(trifluoromethyl)phenyl)cyclohexanone). RXN SMILES: [C:1]1(=[O:7])[CH2:6][CH2:5][CH2:4][CH:3]=[CH:2]1.[F:8][C:9]([F:20])([F:19])[C:10]1[CH:15]=[CH:14][C:13](B(O)O)=[CH:12][CH:11]=1>C/C(/O)=C/C(C)=O.C=C.C=C.[Rh].O1CCOCC1.O>[F:8][C:9]([F:20])([F:19])[C:10]1[CH:15]=[CH:14][C:13]([C@@H:3]2[CH2:4][CH2:5][CH2:6][C:1](=[O:7])[CH2:2]2)=[CH:12][CH:11]=1 |f:2.3.4.5,6.7|. Procedure details: To a 40 ml microwave flask containing dioxane/H2O (10/1) (22 mL) was added cyclohexen-1-one (1.35 g, 14.0 mmol), acetylacetonatobis(ethylene)rhodium(I) (0.36 g, 1.40 mmol), R-2,2′-bis(diphenyl-phosphino)-1,1′-binaphthyl (0.88 g, 1.40 mmol) and 4-(trifluoromethyl)-phenylboronic acid (5.0 g, 28.0 mmol). The mixture was heated in the microwave (Personal Chemistry) at 100° C. for 20 minutes. The material was transferred to a separatory funnel and extracted with ethyl acetate (150 mL). The resulting ... Reactants: NC1=NC=CC=C1OCC1=C(C=C(C=C1)OC)F (2-amino-3-(2-fluoro-4-methoxylbenzyloxy)pyridine), ClC1=CC=C(C=C1)N=C=S (4chlorophenyl isothiocyanate), C1(=CC=CC=C1)C (toluene). The solvent is C(C)OCC (diethyl ether). Yields the product FC1=C(COC=2C(=NC=CC2)NC(=S)NC2=CC=C(C=C2)Cl)C=CC(=C1)OC (N-(3-(2-Fluoro-4-methoxybenzyloxy)pyrid-2-yl)-N'-(4-chlorophenyl)thiourea). RXN SMILES: [NH2:1][C:2]1[C:7]([O:8][CH2:9][C:10]2[CH:15]=[CH:14][C:13]([O:16][CH3:17])=[CH:12][C:11]=2[F:18])=[CH:6][CH:5]=[CH:4][N:3]=1.[Cl:19][C:20]1[CH:25]=[CH:24][C:23]([N:26]=[C:27]=[S:28])=[CH:22][CH:21]=1.C1(C)C=CC=CC=1>C(OCC)C>[F:18][C:11]1[CH:12]=[C:13]([O:16][CH3:17])[CH:14]=[CH:15][C:10]=1[CH2:9][O:8][C:7]1[C:2]([NH:1][C:27]([NH:26][C:23]2[CH:24]=[CH:25][C:20]([Cl:19])=[CH:21][CH:22]=2)=[S:28])=[N:3][CH:4]=[CH:5][CH:6]=1. Reported procedure: A mixture of 2-amino-3-(2-fluoro-4-methoxylbenzyloxy)pyridine (1.00 g, 0.004 mol), 4chlorophenyl isothiocyanate (0.68 g, 0.0048 mol) and toluene (10 ml) was refluxed for 3 hours, then cooled and treated with diethyl ether to induce crystallisation of the product. Yield0.86g(51%),m.p.138°-140° C. Reactants: C1(C=2C(C(N1CCCCCCP(O)=O)=O)=CC=CC2)=O ((6-phthalimidohexyl)phosphinic acid), [NH4+].[OH-].O (NH4OH water), diethyl ester, C1(C=2C(C(N1CCCCCCP(OCC)(OCC)=O)=O)=CC=CC2)=O ((6-Phthalimidohexyl)phosphonic acid, diethyl ester), C[Si](C)(C)Br (trimethylsilylbromide). Solvent: C(C)(C)O (isopropanol), ClCCl (dichloromethane). Run at time 22 hour. The product is C1(C=2C(C(N1CCCCCCP(O)(O)=O)=O)=CC=CC2)=O ((6-Phthalimidohexyl)phosphonic acid). RXN SMILES: [C:1]1(=[O:25])[N:5]([CH2:6][CH2:7][CH2:8][CH2:9][CH2:10][CH2:11][P:12](=[O:19])([O:16]CC)[O:13]CC)[C:4](=[O:20])[C:3]2=[CH:21][CH:22]=[CH:23][CH:24]=[C:2]12.C[Si](Br)(C)C.C1(=O)N(CCCCCCP(=O)O)C(=O)C2=CC=CC=C12.[NH4+].[OH-].O>ClCCl.C(O)(C)C>[C:4]1(=[O:20])[N:5]([CH2:6][CH2:7][CH2:8][CH2:9][CH2:10][CH2:11][P:12](=[O:13])([OH:16])[OH:19])[C:1](=[O:25])[C:2]2=[CH:24][CH:23]=[CH:22][CH:21]=[C:3]12 |f:3.4.5|. Reported procedure: A solution of the diethyl ester product from part (b) (4.0 g., 10.9 mmole) in dry dichloromethane (8.0 ml.) is treated with trimethylsilylbromide (3.6 ml., 27.3 mmole) and stirred at room temperature under argon for 22 hours. The mixture is evaporated to dryness (0.5 mm. of Hg) and the residue taken up in dichloromethane (30 ml.)-water (5 ml.) and stirred vigorously for 15 minutes. The organic phase is separated, dried (Na2SO4), and evaporated. The crystalline residue is triturated with ethyl et... Reactants: N(=[N+]=[N-])C1C[C@H](N(C1)C(CP(=O)(CCCCC1=CC=CC=C1)OCC)=O)C(=O)OC ((S)-4-Azido-1-[[ethoxy(4-phenylbutyl)phosphinyl]acetyl]-L-proline, methyl ester), Br[Si](C)(C)C (bromotrimethylsilane), Br[Si](C)(C)C (bromotrimethylsilane). Solvent: ClCCl (dichloromethane). Conditions: time 19 hour. The product is N(=[N+]=[N-])C1C[C@H](N(C1)C(CP(=O)(CCCCC1=CC=CC=C1)O)=O)C(=O)OC ((S)-4-Azido-1-[[hydroxy(4-phenylbutyl)phosphinyl]acetyl]-L-proline, methyl ester). The yield is 90.2%. As a reaction SMILES: [N:1]([CH:4]1[CH2:8][N:7]([C:9](=[O:26])[CH2:10][P:11]([O:23]CC)([CH2:13][CH2:14][CH2:15][CH2:16][C:17]2[CH:22]=[CH:21][CH:20]=[CH:19][CH:18]=2)=[O:12])[C@H:6]([C:27]([O:29][CH3:30])=[O:28])[CH2:5]1)=[N+:2]=[N-:3].Br[Si](C)(C)C>ClCCl>[N:1]([CH:4]1[CH2:8][N:7]([C:9](=[O:26])[CH2:10][P:11]([OH:23])([CH2:13][CH2:14][CH2:15][CH2:16][C:17]2[CH:22]=[CH:21][CH:20]=[CH:19][CH:18]=2)=[O:12])[C@H:6]([C:27]([O:29][CH3:30])=[O:28])[CH2:5]1)=[N+:2]=[N-:3]. Procedure: (S)-4-Azido-1-[[ethoxy(4-phenylbutyl)phosphinyl]acetyl]-L-proline, methyl ester (1.60 g), dry dichloromethane and bromotrimethylsilane (0.85 g) are stirred under argon at room temperature. After 19 hours, an additional equivalent of bromotrimethylsilane is added and stirring is continued for 2 hours. Excess bromotrimethylsilane and dichloromethane is removed in vacuo and the residue is treated with ethyl acetate/water and stirred for 15 minutes. The layers are separated and the ethyl acetate lay...